From a dataset of the Open Reaction Database (ORD), a public repository of structured organic reaction records. describe an organic reaction: reactants, conditions, products, and yield Reactants: C(C)(C)(C)OC(NC1(COC(OC1)(C)C)CCC1=CC(=C(C=C1)OCCCC1=C(C=C(C=C1)OC)OC)C(F)(F)F)=O ([5-(2-{4-[3-(2,4-dimethoxyphenyl)propoxy]-3-trifluoromethylphenyl}ethyl)-2,2-dimethyl-1,3-dioxan-5-yl]carbamic acid t-butyl ester), Cl (hydrochloric acid). Solvent: C(C)O (ethanol). Conditions: temperature 80 celsius, time 1.5 hour. The product is Cl.NC(CO)(CO)CCC1=CC(=C(C=C1)OCCCC1=C(C=C(C=C1)OC)OC)C(F)(F)F (2-amino-2-(2-{4-[3-(2,4-dimethoxyphenyl)propoxy]-3-trifluoromethylphenyl}ethyl)propane-1,3-diol hydrochloride). As a reaction SMILES: C(OC(=O)[NH:7][C:8]1([CH2:16][CH2:17][C:18]2[CH:23]=[CH:22][C:21]([O:24][CH2:25][CH2:26][CH2:27][C:28]3[CH:33]=[CH:32][C:31]([O:34][CH3:35])=[CH:30][C:29]=3[O:36][CH3:37])=[C:20]([C:38]([F:41])([F:40])[F:39])[CH:19]=2)[CH2:13][O:12]C(C)(C)[O:10][CH2:9]1)(C)(C)C.[ClH:43]>C(O)C>[ClH:43].[NH2:7][C:8]([CH2:16][CH2:17][C:18]1[CH:23]=[CH:22][C:21]([O:24][CH2:25][CH2:26][CH2:27][C:28]2[CH:33]=[CH:32][C:31]([O:34][CH3:35])=[CH:30][C:29]=2[O:36][CH3:37])=[C:20]([C:38]([F:39])([F:40])[F:41])[CH:19]=1)([CH2:13][OH:12])[CH2:9][OH:10] |f:3.4|. Procedure: Compound 19-3 (930 mg) was dissolved in ethanol (20 ml), concentrated hydrochloric acid (2 ml) was added, and the mixture was stirred at 80° C. for 1.5 hr. The reaction mixture was concentrated, and the residue was washed with diethyl ether to give a white powder. The white powder was purified by HPLC, and the obtained residue was converted to hydrochloride by adding hydrogen chloride containing ether (1 mol/l, 15 ml). The precipitate was collected by filtration and dried to give the object prod... The product is CC(C)COC(=O)C(C)NC(=O)CC1CCCCC1. The reactants are CC(C)COC(=O)C(C)N, Cl, O=C(O)CC1CCCCC1. Reaction SMILES: [CH2:12]([CH:13]([CH3:14])[CH3:15])[O:16][C:17]([CH:18]([NH2:19])[CH3:20])=[O:21].[ClH:11].[OH:1][C:2](=[O:3])[CH2:4][CH:5]1[CH2:6][CH2:7][CH2:8][CH2:9][CH2:10]1>>[C:2](=[O:3])([CH2:4][CH:5]1[CH2:6][CH2:7][CH2:8][CH2:9][CH2:10]1)[NH:19][CH:18]([C:17]([O:16][CH2:12][CH:13]([CH3:14])[CH3:15])=[O:21])[CH3:20]. Reactants: [OH-].[Na+] (sodium hydroxide), COC(CN1C(=C(C2=CC(=CC=C12)F)CC1=C(C=CC=C1)S(N(C1=CC=CC=C1)C)(=O)=O)C)=O ({5-fluoro-2-methyl-3-[2-(methylphenylsulfamoyl)benzyl]indol-1-yl}acetic acid methyl ester), Cl (hydrochloric acid). The solvent is O1CCCC1 (tetrahydrofuran). Conditions: time 15 hour. The product is FC=1C=C2C(=C(N(C2=CC1)CC(=O)O)C)CC1=C(C=CC=C1)S(N(C1=CC=CC=C1)C)(=O)=O ({5-fluoro-2-methyl-3-[2-(methylphenylsulfamoyl)benzyl]indol-1-yl}acetic acid). Yield: 85.5%. RXN SMILES: C[O:2][C:3](=[O:34])[CH2:4][N:5]1[C:13]2[C:8](=[CH:9][C:10]([F:14])=[CH:11][CH:12]=2)[C:7]([CH2:15][C:16]2[CH:21]=[CH:20][CH:19]=[CH:18][C:17]=2[S:22](=[O:32])(=[O:31])[N:23]([CH3:30])[C:24]2[CH:29]=[CH:28][CH:27]=[CH:26][CH:25]=2)=[C:6]1[CH3:33].[OH-].[Na+].Cl>O1CCCC1>[F:14][C:10]1[CH:9]=[C:8]2[C:13](=[CH:12][CH:11]=1)[N:5]([CH2:4][C:3]([OH:34])=[O:2])[C:6]([CH3:33])=[C:7]2[CH2:15][C:16]1[CH:21]=[CH:20][CH:19]=[CH:18][C:17]=1[S:22](=[O:32])(=[O:31])[N:23]([CH3:30])[C:24]1[CH:25]=[CH:26][CH:27]=[CH:28][CH:29]=1 |f:1.2|. Procedure details: A mixture of {5-fluoro-2-methyl-3-[2-(methylphenylsulfamoyl)benzyl]indol-1-yl}acetic acid methyl ester (0.10 g) and tetrahydrofuran (0.5 mL) was treated with 2.0 M aqueous sodium hydroxide solution (2.0 mL), and the resulting mixture was stirred at room temperature for 15 hours. The mixture was acidified by the addition of 2.0 M aqueous hydrochloric acid solution and concentrated under reduced pressure. The residue was purified by preparative reverse-phase HPLC, eluting with a mixture of acetoni... Starting materials: CS(=O)(=O)N1C[C@@H](NCC1)C(=O)NOC1OCCCC1 ((2R)-4-Methanesulfonyl-N-(2-tetrahydropyranyloxy)-2-piperazinecarboxamide), C(=C\C1=CC=CC=C1)/S(=O)(=O)Cl (trans-β-styrenesulfonyl chloride). Yields the product CS(=O)(=O)N1C[C@@H](N(CC1)S(=O)(=O)\C=C\C1=CC=CC=C1)C(=O)NOC1OCCCC1 ((2R)-4-methanesulfonyl-1-(2-phenyl-2-trans-ethenylsulfonyl)-N-(2-tetrahydropyranyloxy)-2-piperazinecarboxamide). Yield: 66.1%. RXN SMILES: [CH3:1][S:2]([N:5]1[CH2:10][CH2:9][NH:8][C@@H:7]([C:11]([NH:13][O:14][CH:15]2[CH2:20][CH2:19][CH2:18][CH2:17][O:16]2)=[O:12])[CH2:6]1)(=[O:4])=[O:3].[CH:21](/[S:29](Cl)(=[O:31])=[O:30])=[CH:22]\[C:23]1[CH:28]=[CH:27][CH:26]=[CH:25][CH:24]=1>>[CH3:1][S:2]([N:5]1[CH2:10][CH2:9][N:8]([S:29](/[CH:21]=[CH:22]/[C:23]2[CH:28]=[CH:27][CH:26]=[CH:25][CH:24]=2)(=[O:31])=[O:30])[C@@H:7]([C:11]([NH:13][O:14][CH:15]2[CH2:20][CH2:19][CH2:18][CH2:17][O:16]2)=[O:12])[CH2:6]1)(=[O:3])=[O:4]. Reported procedure: (2R)-4-Methanesulfonyl-N-(2-tetrahydropyranyloxy)-2-piperazinecarboxamide (266 mg) and trans-β-styrenesulfonyl chloride (210 mg) were used to give 271 mg of (2R)-4-methanesulfonyl-1-(2-phenyl-2-trans-ethenylsulfonyl)-N-(2-tetrahydropyranyloxy)-2-piperazinecarboxamide as amorphous powder in substantially the same manner as in Example 4. The reactants are ClC1=CC=2C3(C4=CC=CC=C4C(C2C=C1)C3)C(=O)O (2-chloro-9,10-dihydro-9,10-methano-9-anthracenecarboxylic acid), S(=O)(Cl)Cl (thionyl chloride), [OH-].[Na+] (NaOH), CO (methanol). Solvent: C1(=CC=CC=C1)C (toluene). Conditions: time 30 minute. The product is ClC1=CC=2C3(C4=CC=CC=C4C(C2C=C1)C3)C(=O)OC (Methyl 2-chloro-9,10-dihydro-9,10-methano-9-anthracenecarboxylate). Isolated yield 97.0%. Reaction SMILES: [Cl:1][C:2]1[CH:15]=[CH:14][C:13]2[CH:12]3[CH2:16][C:5]([C:17]([OH:19])=[O:18])([C:6]4[C:11]3=[CH:10][CH:9]=[CH:8][CH:7]=4)[C:4]=2[CH:3]=1.S(Cl)(Cl)=O.[CH3:24]O.[OH-].[Na+]>C1(C)C=CC=CC=1>[Cl:1][C:2]1[CH:15]=[CH:14][C:13]2[CH:12]3[CH2:16][C:5]([C:17]([O:19][CH3:24])=[O:18])([C:6]4[C:11]3=[CH:10][CH:9]=[CH:8][CH:7]=4)[C:4]=2[CH:3]=1 |f:3.4|. Procedure: To a solution of 2-chloro-9,10-dihydro-9,10-methano-9-anthracenecarboxylic acid (described in example 1j) (10.03 g, 37.1 mmol) in toluene (100 mL) was added thionyl chloride (4.05 mL, 55.7 mmol, 1.5 eq). The reaction was heated to reflux monitoring gas evolution with a bubbler of mineral oil. Gas evolution ceased after 30 min at which time the reaction was cooled slightly under nitrogen and a large excess of methanol (10 mL) was added. The solution was again heated to reflux for 1 h, cooled to r... Reactants: COC(C(CNC(=O)N1CCC2(C(N(CN2C2=CC=CC=C2)C)=O)CC1)NC(=O)OCC1=CC=CC=C1)=O (2-benzyloxycarbonylamino-3-((3-methyl-4-oxo-1-phenyl-1,3,8,-triazaspiro[4.5]decane-8-carbonyl)amino)propionic acid methyl ester), Cl (hydrochloric acid). Solvent: O1CCCC1 (tetrahydrofuran), [OH-].[Li+] (lithium hydroxide). Reaction conditions: temperature 0 celsius, time 8 hour. Product: C(C1=CC=CC=C1)OC(=O)NC(C(=O)O)CNC(=O)N1CCC2(C(N(CN2C2=CC=CC=C2)C)=O)CC1 (2-benzyloxycarbonylamino-3-((3-methyl-4-oxo-1-phenyl-1,3,8,-triazaspiro[4.5]decane-8-carbonyl)amino)propionic acid). Isolated yield 82.5%. As a reaction SMILES: C[O:2][C:3](=[O:38])[CH:4]([NH:27][C:28]([O:30][CH2:31][C:32]1[CH:37]=[CH:36][CH:35]=[CH:34][CH:33]=1)=[O:29])[CH2:5][NH:6][C:7]([N:9]1[CH2:26][CH2:25][C:12]2([N:16]([C:17]3[CH:22]=[CH:21][CH:20]=[CH:19][CH:18]=3)[CH2:15][N:14]([CH3:23])[C:13]2=[O:24])[CH2:11][CH2:10]1)=[O:8].Cl>O1CCCC1.[OH-].[Li+]>[CH2:31]([O:30][C:28]([NH:27][CH:4]([CH2:5][NH:6][C:7]([N:9]1[CH2:26][CH2:25][C:12]2([N:16]([C:17]3[CH:22]=[CH:21][CH:20]=[CH:19][CH:18]=3)[CH2:15][N:14]([CH3:23])[C:13]2=[O:24])[CH2:11][CH2:10]1)=[O:8])[C:3]([OH:38])=[O:2])=[O:29])[C:32]1[CH:33]=[CH:34][CH:35]=[CH:36][CH:37]=1 |f:3.4|. Procedure: To a solution of 177 mg (0.34 mmol) of 2-benzyloxycarbonylamino-3-((3-methyl-4-oxo-1-phenyl-1,3,8,-triazaspiro[4.5]decane-8-carbonyl)amino)propionic acid methyl ester in 4 ml of tetrahydrofuran, 4 ml of 0.1M aqueous lithium hydroxide solution was added, and the resulting mixture was stirred overnight at 0° C. To the reaction mixture, 0.1M hydrochloric acid was added, and the resulting mixture was extracted with ethyl acetate. Organic phases were combined, washed with saturated saline, dried over...